Dataset: the Open Reaction Database (ORD), a public repository of structured organic reaction records. Task: describe an organic reaction: reactants, conditions, products, and yield The reactants are Cl.NNC(=O)N (semicarbazide hydrochloride), C[O-].[Na+] (sodium methoxide), C(C1=CC=CC=C1)(=O)CC#N (benzoylacetonitrile). Solvent: C(C)O (ethyl alcohol). Conditions: time 10 minute. Product: NC1=CC(=NN1C(=O)N)C1=CC=CC=C1 (5-Amino-3-phenyl-1H-pyrazole-1-carboxamide). The yield is 51.3%. RXN SMILES: Cl.[NH2:2][NH:3][C:4]([NH2:6])=[O:5].C[O-].[Na+].[C:10]([CH2:18][C:19]#[N:20])(=O)[C:11]1[CH:16]=[CH:15][CH:14]=[CH:13][CH:12]=1>C(O)C>[NH2:20][C:19]1[N:3]([C:4]([NH2:6])=[O:5])[N:2]=[C:10]([C:11]2[CH:16]=[CH:15][CH:14]=[CH:13][CH:12]=2)[CH:18]=1 |f:0.1,2.3|. Procedure details: To a stirred solution of 6.0 g of semicarbazide hydrochloride in 100 ml of ethyl alcohol is added 2.8 g of sodium methoxide at room temperature. The reaction mixture is stirred for 10 minutes and 7.0 g of benzoylacetonitrile added. The reaction mixture is heated at reflux for 1 hour, cooled and concentrated in vacuo to a yellow solid. The yellow solid is suspended in water, filtered and dried. The dried solid is suspended in 100 ml of ethyl alcohol and 10 ml of triethylamine followed by heating ... Starting materials: BrCc1ccccc1, O=C([O-])[O-], CN(C)C=O, [Cs+], [Cs+], N#Cc1ccc(Cc2ccc(O)cc2)cc1. Yields the product N#Cc1ccc(Cc2ccc(OCc3ccccc3)cc2)cc1. RXN SMILES: [Br:23][CH2:24][c:25]1[cH:26][cH:27][cH:28][cH:29][cH:30]1.[C:17](=[O:18])([O-:19])[O-:20].[CH3:31][N:32]([CH3:33])[CH:34]=[O:35].[Cs+:21].[Cs+:22].[OH:1][c:2]1[cH:3][cH:4][c:5]([CH2:8][c:9]2[cH:10][cH:11][c:12]([C:13]#[N:14])[cH:15][cH:16]2)[cH:6][cH:7]1>>[O:1]([c:2]1[cH:3][cH:4][c:5]([CH2:8][c:9]2[cH:10][cH:11][c:12]([C:13]#[N:14])[cH:15][cH:16]2)[cH:6][cH:7]1)[CH2:24][c:25]1[cH:26][cH:27][cH:28][cH:29][cH:30]1. Reactants: C(CCCCCCCCCCCCCCCCC)(=O)O (octadecanoic acid), S(=O)(Cl)Cl (thionyl chloride), N1=CC=CC=C1 (pyridine), NCCCCC1=CC=NC2=C3N=CC=CC3=CC=C12 (4-(aminobutyl)-1,10-phenanthroline). The solvent is O (H2O). Reaction conditions: temperature 60 celsius, time 8 hour. Product: C(CCCCCCCCCCCCCCCCC)(=O)NCCCCC1=CC=NC2=C3N=CC=CC3=CC=C12 (4-(4-(octadecanoylamino)butyl)-1,10-phenanthroline). RXN SMILES: [C:1]([OH:20])(=O)[CH2:2][CH2:3][CH2:4][CH2:5][CH2:6][CH2:7][CH2:8][CH2:9][CH2:10][CH2:11][CH2:12][CH2:13][CH2:14][CH2:15][CH2:16][CH2:17][CH3:18].S(Cl)(Cl)=O.N1C=CC=CC=1.[NH2:31][CH2:32][CH2:33][CH2:34][CH2:35][C:36]1[C:49]2[C:40](=[C:41]3[C:46](=[CH:47][CH:48]=2)[CH:45]=[CH:44][CH:43]=[N:42]3)[N:39]=[CH:38][CH:37]=1>O>[C:1]([NH:31][CH2:32][CH2:33][CH2:34][CH2:35][C:36]1[C:49]2[C:40](=[C:41]3[C:46](=[CH:47][CH:48]=2)[CH:45]=[CH:44][CH:43]=[N:42]3)[N:39]=[CH:38][CH:37]=1)(=[O:20])[CH2:2][CH2:3][CH2:4][CH2:5][CH2:6][CH2:7][CH2:8][CH2:9][CH2:10][CH2:11][CH2:12][CH2:13][CH2:14][CH2:15][CH2:16][CH2:17][CH3:18]. Procedure details: A mixture of octadecanoic acid (170 mg, 0.6 mmol) and thionyl chloride (4 mL) was heated at 60° C. for 1 hour. The mixture was then cooled to room temperature, whereupon it was concentrated in vacuo. Residue from this mixture was then dissolved in CH2Cl2 (10 mL), whereupon pyridine (5 equivalents) and 4-(aminobutyl)-1,10-phenanthroline (1 equivalent) (Wang et al., Adv. Funct. Mater., 12, 415-419 (2002)) were added. The resulting mixture was stirred at room temperature overnight and then poured i... The reactants are C(CCCC)OC=1C(=NC=CN1)C1(CN2CCC1CC2)O (3-(3-pentyloxypyrazinyl)-1-azabicyclo[2.2.2]octan-3-ol), S(=O)(Cl)Cl (thionyl chloride). Run in C(Cl)Cl (CH2Cl2), C(Cl)Cl (CH2Cl2). Run at time 1.5 hour. Yields the product ClC1(CN2CCC1CC2)C2=NC=CN=C2OCCCCC (3-chloro-3-(3-pentyloxypyrazinyl)-1-azabicyclo[2.2.2]octane). RXN SMILES: [CH2:1]([O:6][C:7]1[C:8]([C:13]2(O)[CH:18]3[CH2:19][CH2:20][N:15]([CH2:16][CH2:17]3)[CH2:14]2)=[N:9][CH:10]=[CH:11][N:12]=1)[CH2:2][CH2:3][CH2:4][CH3:5].S(Cl)([Cl:24])=O>C(Cl)Cl>[Cl:24][C:13]1([C:8]2[C:7]([O:6][CH2:1][CH2:2][CH2:3][CH2:4][CH3:5])=[N:12][CH:11]=[CH:10][N:9]=2)[CH:18]2[CH2:19][CH2:20][N:15]([CH2:16][CH2:17]2)[CH2:14]1. Reported procedure: To a solution of 30 ml of pentanol that had reacted with 0.5 g of Na (0.022 mol) was added 1.7 g of (7) (0.0071 mol). The reaction was heated to 70° C. for 2 h, the reaction cooled to ambient temperature, and 30 ml of 1 N HCl was added. The excess pentanol was azeotroped off with water and the residue made basic with 5 N NaOH. The mixture was extracted 3× with 25 ml of CH2Cl2, the extracts washed with brine, dried, and the solvent evaporated. The residue was purified by radial chromatography elu... Starting materials: [BH4-], CCOC(=O)C1(CCOC)CCC(=O)CC1, CC(C)O, [Na+]. RXN SMILES: [BH4-:17].[CH2:1]([CH3:2])[O:3][C:4](=[O:5])[C:6]1([CH2:13][CH2:14][O:15][CH3:16])[CH2:7][CH2:8][C:9](=[O:12])[CH2:10][CH2:11]1.[CH3:19][CH:20]([OH:21])[CH3:22].[Na+:18]>>[CH2:1]([CH3:2])[O:3][C:4](=[O:5])[C:6]1([CH2:13][CH2:14][O:15][CH3:16])[CH2:7][CH2:8][CH:9]([OH:12])[CH2:10][CH2:11]1. Product: CCOC(=O)C1(CCOC)CCC(O)CC1. Reactants: C(CCC)C1=CNC2=CC=C(C=C12)C(=O)OCC (Ethyl 3-butyl-1H-indole-5-carboxylate), [OH-].[Na+] (NaOH), Cl (HCl). Run in CO (methanol). Reaction conditions: temperature 50 celsius, time 18 hour. Product: C(CCC)C1=CNC2=CC=C(C=C12)C(=O)O (3-Butyl-1H-indole-5-carboxylic acid). RXN SMILES: [CH2:1]([C:5]1[C:13]2[C:8](=[CH:9][CH:10]=[C:11]([C:14]([O:16]CC)=[O:15])[CH:12]=2)[NH:7][CH:6]=1)[CH2:2][CH2:3][CH3:4].[OH-].[Na+].Cl>CO>[CH2:1]([C:5]1[C:13]2[C:8](=[CH:9][CH:10]=[C:11]([C:14]([OH:16])=[O:15])[CH:12]=2)[NH:7][CH:6]=1)[CH2:2][CH2:3][CH3:4] |f:1.2|. Procedure: To a mixture of Ethyl 3-butyl-1H-indole-5-carboxylate, Example SP-225, step 2, (0.4 g) in methanol (15 mL) was added 1N NaOH (5 mL). The mixture was stirred at 50° C. for 18 h, cooled to room temperature and poured into 1N HCl (50 mL). The mixture was extracted with ethyl acetate. The ethyl acetate extract was dried over anhydrous sodium sulfate and concentrated to dryness under reduced pressure to give 0.145 g of the title compound: MS (ESI+) for C13H15N1O2 m/z 216.12 (M+H)+. Starting materials: NS(=O)(=O)c1cccc(-c2ccc(CBr)cc2)c1, O=C([O-])O, CC(O)=S, CC#N, [Na+]. Product: CC(=O)SCc1ccc(-c2cccc(S(N)(=O)=O)c2)cc1. Reaction SMILES: [Br:1][CH2:2][c:3]1[cH:4][cH:5][c:6](-[c:9]2[cH:10][c:11]([S:15](=[O:16])(=[O:17])[NH2:18])[cH:12][cH:13][cH:14]2)[cH:7][cH:8]1.[C:19](=[O:20])([OH:21])[O-:22].[C:24]([CH3:25])(=[S:26])[OH:27].[CH3:28][C:29]#[N:30].[Na+:23]>>[CH2:2]([c:3]1[cH:4][cH:5][c:6](-[c:9]2[cH:10][c:11]([S:15](=[O:16])(=[O:17])[NH2:18])[cH:12][cH:13][cH:14]2)[cH:7][cH:8]1)[S:26][C:24]([CH3:25])=[O:27]. RXN SMILES: [CH:1]([S:4][C:5]1[N:10]=[C:9]([C:11]2[S:12][C:13]3[CH:21]=[CH:20][CH:19]=[CH:18][C:14]=3[C:15](=[O:17])[N:16]=2)[CH:8]=[CH:7][CH:6]=1)([CH3:3])[CH3:2].ClC1C=CC=C(C(OO)=[O:30])C=1>C(Cl)(Cl)Cl>[CH:1]([S:4]([C:5]1[N:10]=[C:9]([C:11]2[S:12][C:13]3[CH:21]=[CH:20][CH:19]=[CH:18][C:14]=3[C:15](=[O:17])[N:16]=2)[CH:8]=[CH:7][CH:6]=1)=[O:30])([CH3:3])[CH3:2]. The reactants are C(C)(C)SC1=CC=CC(=N1)C=1SC2=C(C(N1)=O)C=CC=C2 (2-[6-(Isopropylthio)-2-pyridyl]-4H-1,3-benzothiazine-4-one), ClC1=CC(=CC=C1)C(=O)OO (3-chloroperbenzoic acid). Run at time 1 hour. The product is C(C)(C)S(=O)C1=CC=CC(=N1)C=1SC2=C(C(N1)=O)C=CC=C2 (2-[6-(Isopropylsulfinyl)-2-pyridyl]-4H-1,3-benzothiazine-4-one). Isolated yield 58.4%. The solvent is C(Cl)(Cl)Cl (chloroform), C(Cl)(Cl)Cl (chloroform). Procedure details: 2-[6-(Isopropylthio)-2-pyridyl]-4H-1,3-benzothiazine-4-one (0.09 g, 0.29 mmol) was dissolved in chloroform (50 ml). A solution of 3-chloroperbenzoic acid (ca. 77%, 0.064 g, 0.29 mmol) in chloroform (10 ml) was added dropwise to the mixture, and the mixture was stirred at room temperature for 1 hr. The solvent was evaporated and the residue was recrystallized from ethanol to give the titled compound (0.056 g, 59%) as pale yellow crystals. Starting materials: CS(=O)C (dimethyl sulfoxide), [SH-].[Na+] (sodium hydrosulphide), S(=S)(=O)([O-])[O-].[Na+].[Na+] (sodium thiosulphate), COC1=C(C=CC=C1)[N+]([O-])=NC1=C(C=CC=C1)OC (2,2'-dimethoxy azoxybenzene). Reaction conditions: temperature 75 celsius. Yields the product CON(NC1=CC=CC=C1)C1=C(C=CC=C1)OC (2,2'-dimethoxyhydrazobenzene). The yield is 88.0%. Reaction SMILES: [SH-].[Na+].S([O-])([O-])(=O)=S.[Na+].[Na+].[CH3:10][O:11][C:12]1[CH:17]=[CH:16][CH:15]=[CH:14][C:13]=1[N+:18](=[N:20][C:21]1[CH:26]=[CH:25][CH:24]=[CH:23][C:22]=1OC)[O-:19].[CH3:29]S(C)=O>>[CH3:29][O:19][N:18]([C:13]1[CH:14]=[CH:15][CH:16]=[CH:17][C:12]=1[O:11][CH3:10])[NH:20][C:21]1[CH:26]=[CH:25][CH:24]=[CH:23][CH:22]=1 |f:0.1,2.3.4|. Procedure: 85 Parts of an aqueous solution of 36 percent technical sodium hydrosulphide, containing 1 percent sodium thiosulphate, were added to a mixture comprising 51.6 parts of 2,2'-dimethoxy azoxybenzene in 100 parts dimethyl sulfoxide at 60° within one hour. Subsequently, the temperature of the reaction mixture was raised to 75° C and maintained at 70° C-75° C for 2 1/2 hours. The pH of the reaction mixture was maintained between 9.5 and 10.0. After this period the starting material was shown to be en... Procedure details: The data showing a 68.4% yield when a combination of 30% arachidic/behenic acid mixture and 70% isostearic acid is used is unexpectedly low and probably resulted from experimental error. The yield for this combination of acids is typically comparable to the yield resulting from use of oleic acid instead of isostearic acid. As a reaction SMILES: [C:1]([OH:24])(=[O:23])[CH2:2][CH2:3][CH2:4][CH2:5][CH2:6][CH2:7][CH2:8][CH2:9][CH2:10][CH2:11][CH2:12][CH2:13][CH2:14][CH2:15][CH2:16][CH2:17][CH2:18]CCCC.C(O)(=O)CCCCCCCCCCCCCCC(C)C>>[C:1]([OH:24])(=[O:23])[CH2:2][CH2:3][CH2:4][CH2:5][CH2:6][CH2:7][CH2:8]/[CH:9]=[CH:10]\[CH2:11][CH2:12][CH2:13][CH2:14][CH2:15][CH2:16][CH2:17][CH3:18]. The reactants are C(CCCCCCCCCCCCCCCCCCCCC)(=O)O (behenic acid), C(CCCCCCCCCCCCCCC(C)C)(=O)O (isostearic acid). The yield is 68.4%. Yields the product C(CCCCCCC\C=C/CCCCCCCC)(=O)O (oleic acid).